Dataset: the Open Reaction Database (ORD), a public repository of structured organic reaction records. Task: describe an organic reaction: reactants, conditions, products, and yield Reactants: CC(=O)c1cnc(C(F)F)nc1Cl, CCOCC, CI, [Cl-], [Mg], [NH4+]. Yields the product CC(C)(O)c1cnc(C(F)F)nc1Cl. Reaction SMILES: [C:4]([CH3:5])(=[O:6])[c:7]1[c:8]([Cl:16])[n:9][c:10]([CH:13]([F:14])[F:15])[n:11][cH:12]1.[CH2:19]([O:20][CH2:21][CH3:22])[CH3:23].[CH3:2][I:3].[Cl-:17].[Mg:1].[NH4+:18]>>[CH3:2][C:4]([CH3:5])([OH:6])[c:7]1[c:8]([Cl:16])[n:9][c:10]([CH:13]([F:14])[F:15])[n:11][cH:12]1.